This data is from the Open Reaction Database (ORD), a public repository of structured organic reaction records. The task is: describe an organic reaction: reactants, conditions, products, and yield The reactants are FC1=C(CO)C=C(C=C1)Cl (2-fluoro-5-chlorobenzyl alcohol), C1(=CC=CC=C1)P(C1=CC=CC=C1)C1=CC=CC=C1 (triphenylphosphine), resultant suspension, C(Br)(Br)(Br)Br (carbon tetrabromide). The solvent is C(C)OCC (diethyl ether). Yields the product FC1=C(CBr)C=C(C=C1)Cl (2-fluoro-5-chlorobenzyl bromide). Yield: 112.3%. Reaction SMILES: [F:1][C:2]1[CH:9]=[CH:8][C:7]([Cl:10])=[CH:6][C:3]=1[CH2:4]O.C1(P(C2C=CC=CC=2)C2C=CC=CC=2)C=CC=CC=1.C(Br)(Br)(Br)[Br:31]>C(OCC)C>[F:1][C:2]1[CH:9]=[CH:8][C:7]([Cl:10])=[CH:6][C:3]=1[CH2:4][Br:31]. Procedure details: A solution of 2-fluoro-5-chlorobenzyl alcohol (1.28 g, 7.97 mmol) in diethyl ether (26 ml) was treated with triphenylphosphine (2.72 g, 10.36 mmol), followed by carbon tetrabromide (3.44 g, 10.36 mmol). The resultant suspension was stirred for 3.5 hours, then filtered, washing with diethyl ether. The filtrate was concentrated, then passed through a plug of silica to remove triphenylphosphate. The residue was then purified by liquid chromatography affording 2.0 grams of a clear oil.